Dataset: the Open Reaction Database (ORD), a public repository of structured organic reaction records. Task: describe an organic reaction: reactants, conditions, products, and yield Reactants: O=C(O)c1ccc(-n2nc3c4ccccc4[nH]c(C4CC4)c-3c2=O)cc1, O=C(Cl)C(=O)Cl, ClCCl, CN(C)C=O. Product: O=C(Cl)c1ccc(-n2nc3c4ccccc4[nH]c(C4CC4)c-3c2=O)cc1. As a reaction SMILES: [CH:1]1([c:4]2[nH:5][c:6]3[cH:7][cH:8][cH:9][cH:10][c:11]3[c:12]3[n:16][n:15](-[c:17]4[cH:18][cH:19][c:20]([C:21](=[O:22])[OH:23])[cH:24][cH:25]4)[c:14](=[O:26])[c:13]2-3)[CH2:2][CH2:3]1.[Cl:27][C:28]([C:29]([Cl:30])=[O:31])=[O:32].[Cl:38][CH2:39][Cl:40].[O:33]=[CH:34][N:35]([CH3:36])[CH3:37]>>[CH:1]1([c:4]2[nH:5][c:6]3[cH:7][cH:8][cH:9][cH:10][c:11]3[c:12]3[n:16][n:15](-[c:17]4[cH:18][cH:19][c:20]([C:21](=[O:22])[Cl:27])[cH:24][cH:25]4)[c:14](=[O:26])[c:13]2-3)[CH2:2][CH2:3]1. The reactants are ( 15 ), CS(=O)(=O)OC1=C(C(=CC=C1)C1CCNCC1)F (2-fluoro-3-piperidin-4-ylphenyl methanesulfonate), ( 6 ), C([O-])([O-])=O.[K+].[K+] (potassium carbonate), BrCCOC (1-bromo-2-methoxyethane), ( 47 ). Run in C(C)#N (acetonitrile). The product is CS(=O)(=O)OC1=C(C(=CC=C1)C1CCN(CC1)CCOC)F (2-FLUORO-3-[1-(2-METHOXYETHYL)PIPERIDIN-4-YL]PHENYL METHANESULFONATE). As a reaction SMILES: [CH3:1][S:2]([O:5][C:6]1[CH:11]=[CH:10][CH:9]=[C:8]([CH:12]2[CH2:17][CH2:16][NH:15][CH2:14][CH2:13]2)[C:7]=1[F:18])(=[O:4])=[O:3].C(=O)([O-])[O-].[K+].[K+].Br[CH2:26][CH2:27][O:28][CH3:29]>C(#N)C>[CH3:1][S:2]([O:5][C:6]1[CH:11]=[CH:10][CH:9]=[C:8]([CH:12]2[CH2:13][CH2:14][N:15]([CH2:26][CH2:27][O:28][CH3:29])[CH2:16][CH2:17]2)[C:7]=1[F:18])(=[O:3])=[O:4] |f:1.2.3|. Procedure details: Preparation according to Example 1: 2-fluoro-3-piperidin-4-ylphenyl methanesulfonate (0.01 g), acetonitrile (2 ml), potassium carbonate (0.01 g) and 1-bromo-2-methoxyethane (0.01 g). MS m/z (rel. intensity, 70 eV) 331 (M+, 1), 288 (6), 287 (15), 286 (bp), 207 (47).